Dataset: the Open Reaction Database (ORD), a public repository of structured organic reaction records. Task: describe an organic reaction: reactants, conditions, products, and yield The reactants are CCCC[N+](CCCC)(CCCC)CCCC, [F-], C=CC1CC(=O)CCN1C(=O)OCC[Si](C)(C)C, C1CCOC1. Yields the product C=CC1CC(=O)CCN1. RXN SMILES: [CH2:20]([N+:21]([CH2:22][CH2:23][CH2:24][CH3:25])([CH2:26][CH2:27][CH2:28][CH3:29])[CH2:30][CH2:31][CH2:32][CH3:33])[CH2:34][CH2:35][CH3:36].[F-:19].[O:1]=[C:2]1[CH2:3][CH:4]([CH:17]=[CH2:18])[N:5]([C:8]([O:9][CH2:10][CH2:11][Si:12]([CH3:13])([CH3:14])[CH3:15])=[O:16])[CH2:6][CH2:7]1.[O:37]1[CH2:38][CH2:39][CH2:40][CH2:41]1>>[O:1]=[C:2]1[CH2:3][CH:4]([CH:17]=[CH2:18])[NH:5][CH2:6][CH2:7]1. Reactants: CCC1CCC(O)CC1, CCOC(C)=O, C1CCOC1, CC(C)OC(=O)N=NC(=O)OC(C)C, CC1(c2ccc3cc(O)ccc3c2)COC(=O)N1, c1ccc(P(c2ccccc2)c2ccccc2)cc1. Product: CCC1CCC(Oc2ccc3cc(C4(C)COC(=O)N4)ccc3c2)CC1. RXN SMILES: [CH2:19]([CH3:20])[CH:21]1[CH2:22][CH2:23][CH:24]([OH:27])[CH2:25][CH2:26]1.[CH3:66][CH2:67][O:68][C:69](=[O:70])[CH3:71].[O:28]1[CH2:29][CH2:30][CH2:31][CH2:32]1.[O:52]=[C:53]([O:54][CH:55]([CH3:56])[CH3:57])[N:58]=[N:59][C:60]([O:61][CH:62]([CH3:63])[CH3:64])=[O:65].[OH:1][c:2]1[cH:3][c:4]2[cH:5][cH:6][c:7]([C:12]3([CH3:18])[NH:13][C:14](=[O:17])[O:15][CH2:16]3)[cH:8][c:9]2[cH:10][cH:11]1.[c:33]1([P:34]([c:35]2[cH:36][cH:37][cH:38][cH:39][cH:40]2)[c:41]2[cH:42][cH:43][cH:44][cH:45][cH:46]2)[cH:47][cH:48][cH:49][cH:50][cH:51]1>>[O:1]([c:2]1[cH:3][c:4]2[cH:5][cH:6][c:7]([C:12]3([CH3:18])[NH:13][C:14](=[O:17])[O:15][CH2:16]3)[cH:8][c:9]2[cH:10][cH:11]1)[CH:24]1[CH2:23][CH2:22][CH:21]([CH2:19][CH3:20])[CH2:26][CH2:25]1. Starting materials: C[P+](C)(C)CC#N, CCC#N, Cc1cc(C#N)ccc1N1CCNCC1, CCN(C(C)C)C(C)C, [I-], O=C1Nc2cc(CO)cnc2N2CCCC12. Yields the product Cc1cc(C#N)ccc1N1CCN(Cc2cnc3c(c2)NC(=O)C2CCCN32)CC1. Reaction SMILES: [C:33]([CH2:34][P+:35]([CH3:36])([CH3:37])[CH3:38])#[N:39].[C:49](#[N:50])[CH2:51][CH3:52].[CH3:17][c:18]1[cH:19][c:20]([C:21]#[N:22])[cH:23][cH:24][c:25]1[N:26]1[CH2:27][CH2:28][NH:29][CH2:30][CH2:31]1.[CH:40]([N:41]([CH2:42][CH3:43])[CH:44]([CH3:45])[CH3:46])([CH3:47])[CH3:48].[I-:32].[OH:1][CH2:2][c:3]1[cH:4][c:5]2[c:10]([n:11][cH:12]1)[N:9]1[CH:8]([C:7](=[O:16])[NH:6]2)[CH2:15][CH2:14][CH2:13]1>>[CH2:2]([c:3]1[cH:4][c:5]2[c:10]([n:11][cH:12]1)[N:9]1[CH:8]([C:7](=[O:16])[NH:6]2)[CH2:15][CH2:14][CH2:13]1)[N:29]1[CH2:28][CH2:27][N:26]([c:25]2[c:18]([CH3:17])[cH:19][c:20]([C:21]#[N:22])[cH:23][cH:24]2)[CH2:31][CH2:30]1. Reactants: CO, [H-], NCCc1c[nH]cn1, [Na+], C1CCOC1, CN(CC(c1ccccc1)c1ccccc1)C(=O)C(O)c1ccccc1, Cc1ccc(S(=O)(=O)Cl)cc1. Yields the product CN(CC(c1ccccc1)c1ccccc1)C(=O)C(NCCc1c[nH]cn1)c1ccccc1. RXN SMILES: [CH3:53][OH:54].[H-:27].[NH2:40][CH2:41][CH2:42][c:43]1[cH:44][nH:45][cH:46][n:47]1.[Na+:28].[O:48]1[CH2:49][CH2:50][CH2:51][CH2:52]1.[c:1]1([CH:7]([CH2:8][N:9]([C:10]([CH:11]([c:12]2[cH:13][cH:14][cH:15][cH:16][cH:17]2)[OH:18])=[O:19])[CH3:20])[c:21]2[cH:22][cH:23][cH:24][cH:25][cH:26]2)[cH:2][cH:3][cH:4][cH:5][cH:6]1.[c:29]1([CH3:30])[cH:31][cH:32][c:33]([S:34]([Cl:35])(=[O:36])=[O:37])[cH:38][cH:39]1>>[c:1]1([CH:7]([CH2:8][N:9]([C:10]([CH:11]([c:12]2[cH:13][cH:14][cH:15][cH:16][cH:17]2)[NH:40][CH2:41][CH2:42][c:43]2[cH:44][nH:45][cH:46][n:47]2)=[O:19])[CH3:20])[c:21]2[cH:22][cH:23][cH:24][cH:25][cH:26]2)[cH:2][cH:3][cH:4][cH:5][cH:6]1.